From a dataset of the Open Reaction Database (ORD), a public repository of structured organic reaction records. describe an organic reaction: reactants, conditions, products, and yield Starting materials: COc1cccc(CN)c1, CC(C)O, CC(C)(C)OC(=O)NC(Cc1cc(F)cc(F)c1)C1CO1. Yields the product COc1cccc(CNCC(O)C(Cc2cc(F)cc(F)c2)NC(=O)OC(C)(C)C)c1. RXN SMILES: [CH3:22][O:23][c:24]1[cH:25][c:26]([CH2:27][NH2:28])[cH:29][cH:30][cH:31]1.[CH:32]([OH:33])([CH3:34])[CH3:35].[F:1][c:2]1[cH:3][c:4]([CH2:9][CH:10]([CH:11]2[O:12][CH2:13]2)[NH:14][C:15]([O:16][C:17]([CH3:18])([CH3:19])[CH3:20])=[O:21])[cH:5][c:6]([F:8])[cH:7]1>>[F:1][c:2]1[cH:3][c:4]([CH2:9][CH:10]([CH:11]([OH:12])[CH2:13][NH:28][CH2:27][c:26]2[cH:25][c:24]([O:23][CH3:22])[cH:31][cH:30][cH:29]2)[NH:14][C:15]([O:16][C:17]([CH3:18])([CH3:19])[CH3:20])=[O:21])[cH:5][c:6]([F:8])[cH:7]1. The reactants are CCCC[Sn](CCCC)(CCCC)C(I)CC(C)(C)c1ccc(F)cc1, C1CCOC1, O. The product is CCCC[Sn](C=CC(C)(C)c1ccc(F)cc1)(CCCC)CCCC. RXN SMILES: [F:1][c:2]1[cH:3][cH:4][c:5]([C:8]([CH2:9][CH:10]([Sn:11]([CH2:12][CH2:13][CH2:14][CH3:15])([CH2:16][CH2:17][CH2:18][CH3:19])[CH2:20][CH2:21][CH2:22][CH3:23])[I:24])([CH3:25])[CH3:26])[cH:6][cH:7]1.[O:27]1[CH2:28][CH2:29][CH2:30][CH2:31]1.[OH2:32]>>[F:1][c:2]1[cH:3][cH:4][c:5]([C:8]([CH:9]=[CH:10][Sn:11]([CH2:12][CH2:13][CH2:14][CH3:15])([CH2:16][CH2:17][CH2:18][CH3:19])[CH2:20][CH2:21][CH2:22][CH3:23])([CH3:25])[CH3:26])[cH:6][cH:7]1. The reactants are CS(=O)(=O)Cl, ClCCl, CCOc1cc(C(C)(C)C)ncc1C1=NC(C)(c2ccc(Cl)cc2)C(C)(c2ccc(Cl)cc2)N1C(=O)NC1CCNCC1. Product: CCOc1cc(C(C)(C)C)ncc1C1=NC(C)(c2ccc(Cl)cc2)C(C)(c2ccc(Cl)cc2)N1C(=O)NC1CCN(S(C)(=O)=O)CC1. As a reaction SMILES: [CH3:44][S:45]([Cl:46])(=[O:47])=[O:48].[Cl:49][CH2:50][Cl:51].[NH:1]1[CH2:2][CH2:3][CH:4]([NH:7][C:8](=[O:9])[N:10]2[C:11]([c:31]3[cH:32][n:33][c:34]([C:40]([CH3:41])([CH3:42])[CH3:43])[cH:35][c:36]3[O:37][CH2:38][CH3:39])=[N:12][C:13]([CH3:23])([c:24]3[cH:25][cH:26][c:27]([Cl:30])[cH:28][cH:29]3)[C:14]2([CH3:15])[c:16]2[cH:17][cH:18][c:19]([Cl:22])[cH:20][cH:21]2)[CH2:5][CH2:6]1>>[N:1]1([S:45]([CH3:44])(=[O:47])=[O:48])[CH2:2][CH2:3][CH:4]([NH:7][C:8](=[O:9])[N:10]2[C:11]([c:31]3[cH:32][n:33][c:34]([C:40]([CH3:41])([CH3:42])[CH3:43])[cH:35][c:36]3[O:37][CH2:38][CH3:39])=[N:12][C:13]([CH3:23])([c:24]3[cH:25][cH:26][c:27]([Cl:30])[cH:28][cH:29]3)[C:14]2([CH3:15])[c:16]2[cH:17][cH:18][c:19]([Cl:22])[cH:20][cH:21]2)[CH2:5][CH2:6]1. Procedure: Potassium hydroxide (10 g) was added slowly to a stirred solution of 2-chloro-6-fluoro-benzaldehyde (14.0 g, 88.3 mmol) in dimethylsulfoxide (20 mL) at 0° C., the reaction mixture was warmed to room temperature and stirred for 18 h. The reaction mixture was diluted with water (100 mL) and acidified to pH 2 with concentrated HCl. The precipitates were filtered, washed with water (2×100 mL) and dried over anhydrous sodium sulfate, to give a residue which was used directly in the next step. Yield: ... Reaction SMILES: [OH-:1].[K+].[Cl:3][C:4]1[CH:11]=[CH:10][CH:9]=[C:8](F)[C:5]=1[CH:6]=[O:7].Cl>CS(C)=O.O>[Cl:3][C:4]1[CH:11]=[CH:10][CH:9]=[C:8]([OH:1])[C:5]=1[CH:6]=[O:7] |f:0.1|. Product: ClC1=C(C=O)C(=CC=C1)O (2-Chloro-6-hydroxy-benzaldehyde). Starting materials: [OH-].[K+] (Potassium hydroxide), ClC1=C(C=O)C(=CC=C1)F (2-chloro-6-fluoro-benzaldehyde), Cl (HCl). Run at time 18 hour. Run in O (water), CS(=O)C (dimethylsulfoxide). The reactants are CC1(NC(CC(C1)OC(CCCCCCCCC(=O)OC1CC(NC(C1)(C)C)(C)C)=O)(C)C)C (bis(2,2,6,6-tetramethylpiperidin-4-yl)sebacate), C(C)(C)(C)OO (t-butyl hydroperoxide). The product is C1(CCCC2CCCCC12)ON1C(CC(CC1(C)C)OC(CCCCCCCCC(=O)OC1CC(N(C(C1)(C)C)OC1CCCC2CCCCC12)(C)C)=O)(C)C (Bis(1-decahydronaphthalenyloxy-2,2,6,6-tetramethylpiperidin-4-yl)sebacate). Reported procedure: A mixture of 25.0 g (0.052 mol) of bis(2,2,6,6-tetramethylpiperidin-4-yl)sebacate, 55.0 g (0.427 mol) of 70% aqueous t-butyl hydroperoxide, 1.5 g (0.010 mol) of molybdenum trioxide, and 180 ml of decahydronaphthalene is heated at reflux for 4.5 hours until the red color disappears. Water is collected in a Dean-Stark trap. The molybdenum trioxide is removed by filtration and the filtrate stirred with a solution of 26 g of sodium sulfite in 500 ml of water to decompose unreacted t-butyl hydroperox... Isolated yield 141.1%. The reagents and catalysts are [Mo](=O)(=O)=O (molybdenum trioxide). RXN SMILES: [CH3:1][C:2]1([CH3:34])[CH2:7][CH:6]([O:8][C:9](=[O:31])[CH2:10][CH2:11][CH2:12][CH2:13][CH2:14][CH2:15][CH2:16][CH2:17][C:18]([O:20][CH:21]2[CH2:26][C:25]([CH3:28])([CH3:27])[NH:24][C:23]([CH3:30])([CH3:29])[CH2:22]2)=[O:19])[CH2:5][C:4]([CH3:33])([CH3:32])[NH:3]1.[C:35]([O:39]O)([CH3:38])([CH3:37])C>[Mo](=O)(=O)=O.C1C2C(CCCC2)CCC1>[CH:35]1([O:39][N:24]2[C:23]([CH3:30])([CH3:29])[CH2:22][CH:21]([O:20][C:18](=[O:19])[CH2:17][CH2:16][CH2:15][CH2:14][CH2:13][CH2:12][CH2:11][CH2:10][C:9]([O:8][CH:6]3[CH2:7][C:2]([CH3:34])([CH3:1])[N:3]([O:39][CH:35]4[CH:38]5[CH:5]([CH2:6][CH2:7][CH2:2][CH2:1]5)[CH2:4][CH2:32][CH2:37]4)[C:4]([CH3:33])([CH3:32])[CH2:5]3)=[O:31])[CH2:26][C:25]2([CH3:28])[CH3:27])[CH:38]2[CH:11]([CH2:12][CH2:13][CH2:14][CH2:15]2)[CH2:10][CH2:9][CH2:37]1. Run in C1CCCC2CCCCC12 (decahydronaphthalene). Starting materials: CC(=O)OCc1cccc(Cl)c1N, ClCCl, Cc1cc(C)n2nc(S(=O)(=O)Cl)nc2n1, CC#N, [Na+], [OH-], O=S(=O)(Cl)Cl, c1ccncc1. Product: CC(=O)OCc1cccc(Cl)c1NS(=O)(=O)c1nc2nc(C)cc(C)n2n1. Reaction SMILES: [C:1]([CH3:2])(=[O:3])[O:4][CH2:5][c:6]1[c:7]([NH2:13])[c:8]([Cl:12])[cH:9][cH:10][cH:11]1.[CH2:42]([Cl:43])[Cl:44].[CH3:20][c:21]1[n:22][c:23]2[n:24]([c:25]([CH3:27])[cH:26]1)[n:28][c:29]([S:31](=[O:32])(=[O:33])[Cl:34])[n:30]2.[CH3:45][C:46]#[N:47].[Na+:41].[OH-:40].[S:35]([Cl:36])([Cl:37])(=[O:38])=[O:39].[cH:14]1[cH:15][cH:16][n:17][cH:18][cH:19]1>>[C:1]([CH3:2])(=[O:3])[O:4][CH2:5][c:6]1[c:7]([NH:13][S:31]([c:29]2[n:28][n:24]3[c:23]([n:22][c:21]([CH3:20])[cH:26][c:25]3[CH3:27])[n:30]2)(=[O:32])=[O:33])[c:8]([Cl:12])[cH:9][cH:10][cH:11]1. The reactants are O=C([O-])O, COc1ccc(-c2nn3c(NCCCCO)cccc3c2-c2ccnc(NC3CCCC3)n2)cc1, CC(C)N(C(C)C)P(=O)(OCc1ccccc1)OCc1ccccc1, ClCCl, [Na+], [Na+], [Na+], O=S([O-])([O-])=S. Yields the product COc1ccc(-c2nn3c(NCCCCOP(=O)(OCc4ccccc4)OCc4ccccc4)cccc3c2-c2ccnc(NC3CCCC3)n2)cc1. RXN SMILES: [C:68](=[O:69])([OH:70])[O-:71].[CH:1]1([NH:6][c:7]2[n:8][cH:9][cH:10][c:11](-[c:13]3[c:14](-[c:28]4[cH:29][cH:30][c:31]([O:34][CH3:35])[cH:32][cH:33]4)[n:15][n:16]4[c:17]3[cH:18][cH:19][cH:20][c:21]4[NH:22][CH2:23][CH2:24][CH2:25][CH2:26][OH:27])[n:12]2)[CH2:2][CH2:3][CH2:4][CH2:5]1.[CH:36]([N:37]([CH:38]([CH3:39])[CH3:58])[P:40]([O:41][CH2:42][c:43]1[cH:44][cH:45][cH:46][cH:47][cH:48]1)([O:49][CH2:50][c:51]1[cH:52][cH:53][cH:54][cH:55][cH:56]1)=[O:57])([CH3:59])[CH3:60].[Cl:73][CH2:74][Cl:75].[Na+:66].[Na+:67].[Na+:72].[S:61]([O-:62])([O-:63])(=[O:64])=[S:65]>>[CH:1]1([NH:6][c:7]2[n:8][cH:9][cH:10][c:11](-[c:13]3[c:14](-[c:28]4[cH:29][cH:30][c:31]([O:34][CH3:35])[cH:32][cH:33]4)[n:15][n:16]4[c:17]3[cH:18][cH:19][cH:20][c:21]4[NH:22][CH2:23][CH2:24][CH2:25][CH2:26][O:27][P:40]([O:41][CH2:42][c:43]3[cH:44][cH:45][cH:46][cH:47][cH:48]3)([O:49][CH2:50][c:51]3[cH:52][cH:53][cH:54][cH:55][cH:56]3)=[O:57])[n:12]2)[CH2:2][CH2:3][CH2:4][CH2:5]1. Reactants: O (water), ICCC (1-Iodopropane), C1(CC1)NC(C1=CC(=C(C=C1)C)N1C=NC2=CC=C(C=C2C1=O)N1CCNCCC1)=O (N-cyclopropyl-3-[6-(1,4-diazepan-1-yl)-4-oxoquinazolin-3(4H)-yl]-4-methylbenzamide), C([O-])([O-])=O.[K+].[K+] (potassium carbonate). The solvent is CC(=O)N(C)C (DMA). Run at time 16 hour. Yields the product C1(CC1)NC(C1=CC(=C(C=C1)C)N1C=NC2=CC=C(C=C2C1=O)N1CCN(CCC1)CCC)=O (N-cyclopropyl-4-methyl-3-[4-oxo-6-(4-propyl-1,4-diazepan-1-yl)quinazolin-3(4H)-yl]benzamide). Reaction SMILES: I[CH2:2][CH2:3][CH3:4].[CH:5]1([NH:8][C:9](=[O:35])[C:10]2[CH:15]=[CH:14][C:13]([CH3:16])=[C:12]([N:17]3[C:26](=[O:27])[C:25]4[C:20](=[CH:21][CH:22]=[C:23]([N:28]5[CH2:34][CH2:33][CH2:32][NH:31][CH2:30][CH2:29]5)[CH:24]=4)[N:19]=[CH:18]3)[CH:11]=2)[CH2:7][CH2:6]1.C(=O)([O-])[O-].[K+].[K+].O>CC(N(C)C)=O>[CH:5]1([NH:8][C:9](=[O:35])[C:10]2[CH:15]=[CH:14][C:13]([CH3:16])=[C:12]([N:17]3[C:26](=[O:27])[C:25]4[C:20](=[CH:21][CH:22]=[C:23]([N:28]5[CH2:34][CH2:33][CH2:32][N:31]([CH2:2][CH2:3][CH3:4])[CH2:30][CH2:29]5)[CH:24]=4)[N:19]=[CH:18]3)[CH:11]=2)[CH2:7][CH2:6]1 |f:2.3.4|. Procedure details: 1-Iodopropane (0.039 ml) was added to a stirred mixture of N-cyclopropyl-3-[6-(1,4-diazepan-1-yl)-4-oxoquinazolin-3(4H)-yl]-4-methylbenzamide (0.150 g) and potassium carbonate (0.199 g) in DMA (0.50 ml). The mixture was stirred at room temperature for 16 hours. The reaction mixture was poured into water (20 ml), the resulting solid was filtered and dried (magnesium sulphate) under vacuum at 40° C. There was thus obtained the title compound (0.098 g); NMR Spectrum: (DMSOd6) 0.54 (m, 2H), 0.68 (m,... Starting materials: COC1=CC=C2CCC(C2=C1)=O (6-methoxy-1-indanone), [BH4-].[Na+] (sodium borohydride), fumarate salt, C(C)NC(=O)N1CCNCC1 (N-ethyl-1-piperazinecarboxamide). The reagents and catalysts are CC([O-])C.[Ti+4].CC([O-])C.CC([O-])C.CC([O-])C (titanium(IV) isopropoxide). Product: C(C)NC(=O)N1CCN(CC1)C1CCC2=CC=C(C=C12)OC (N-Ethyl-4-(6-methoxy-indan-1-yl)-1-piperazinecarboxamide), product. Reaction SMILES: [CH3:1][O:2][C:3]1[CH:11]=[C:10]2[C:6]([CH2:7][CH2:8][C:9]2=O)=[CH:5][CH:4]=1.[CH2:13]([NH:15][C:16]([N:18]1[CH2:23][CH2:22][NH:21][CH2:20][CH2:19]1)=[O:17])[CH3:14].[BH4-].[Na+]>CC(C)[O-].[Ti+4].CC(C)[O-].CC(C)[O-].CC(C)[O-]>[CH2:13]([NH:15][C:16]([N:18]1[CH2:19][CH2:20][N:21]([CH:9]2[C:10]3[C:6](=[CH:5][CH:4]=[C:3]([O:2][CH3:1])[CH:11]=3)[CH2:7][CH2:8]2)[CH2:22][CH2:23]1)=[O:17])[CH3:14] |f:2.3,4.5.6.7.8|. Procedure: The title compound was prepared by the above procedure using 6-methoxy-1-indanone (2.4 g, 15 mmol), N-ethyl-1-piperazinecarboxamide (2.4 g, 15 mol), titanium(IV) isopropoxide (6 mL, 18 mmol) and sodium borohydride (2.7 g, 67 mmol) to give 2.8 g of product as the fumarate salt.